Dataset: the Open Reaction Database (ORD), a public repository of structured organic reaction records. Task: describe an organic reaction: reactants, conditions, products, and yield Starting materials: [Cl-].[Mg+2].[Cl-] (magnesium chloride), C(CC(=O)O)(=O)O.C(C)[K] (ethyl potassium malonate), COC(=O)N1C(CC(CC1)C(=O)O)CC(C)(C1=CC=CC=C1)C (1-(methoxycarbonyl)-2-(2-methyl-2-phenylpropyl)piperidine-4-carboxylic acid), COC(=O)N1C(CC(CC1)C(=O)O)CC(C)(C1=CC=CC=C1)C (1-(methoxycarbonyl)-2-(2-methyl-2-phenylpropyl)piperidine-4-carboxylic acid), C(=O)(N1C=NC=C1)N1C=NC=C1 (carbonyldiimidazole). Yields the product C(C)OC(CC(=O)[C@H]1C[C@@H](N(CC1)C(=O)OC)CC(C)(C1=CC=CC=C1)C)=O (trans-methyl 4-(3-ethoxy-3-oxopropanoyl)-2-(2-methyl-2-phenylpropyl)piperidine-1-carboxylate), C(C)OC(CC(=O)[C@@H]1C[C@@H](N(CC1)C(=O)OC)CC(C)(C1=CC=CC=C1)C)=O (cis-methyl 4-(3-ethoxy-3-oxopropanoyl)-2-(2-methyl-2-phenylpropyl)piperidine-1-carboxylate). The yield is 27.0%. As a reaction SMILES: [CH3:1][O:2][C:3]([N:5]1[CH2:10][CH2:9][CH:8]([C:11](O)=[O:12])[CH2:7][CH:6]1[CH2:14][C:15]([CH3:23])([C:17]1[CH:22]=[CH:21][CH:20]=[CH:19][CH:18]=1)[CH3:16])=[O:4].[Cl-].[Mg+2].[Cl-].[C:27]([OH:33])(=O)[CH2:28][C:29]([OH:31])=[O:30].[CH2:34]([K])[CH3:35].C(N1C=CN=C1)(N1[CH:43]=[CH:42]N=C1)=O>>[CH2:34]([O:31][C:29](=[O:30])[CH2:28][C:11]([C@@H:8]1[CH2:9][CH2:10][N:5]([C:3]([O:2][CH3:1])=[O:4])[C@@H:6]([CH2:14][C:15]([CH3:23])([C:17]2[CH:22]=[CH:21][CH:20]=[CH:19][CH:18]=2)[CH3:16])[CH2:7]1)=[O:12])[CH3:35].[CH2:42]([O:31][C:29](=[O:30])[CH2:28][C:27]([C@H:8]1[CH2:9][CH2:10][N:5]([C:3]([O:2][CH3:1])=[O:4])[C@@H:6]([CH2:14][C:15]([CH3:16])([C:17]2[CH:18]=[CH:19][CH:20]=[CH:21][CH:22]=2)[CH3:23])[CH2:7]1)=[O:33])[CH3:43] |f:1.2.3,4.5|. Procedure: The compounds were prepared as described in Example 1, Step 1 starting from crude 1-(methoxycarbonyl)-2-(2-methyl-2-phenylpropyl)piperidine-4-carboxylic acid (7.24 g, 22.7 mmol) (Reference compound 7), magnesium chloride (2.16 g, 22.7 mmol) and ethyl potassium malonate (5.79 g, 34 mmol) and subsequently carbonyldiimidazole (4.41 g, 27.2 mmol) which gave trans-methyl 4-(3-ethoxy-3-oxopropanoyl)-2-(2-methyl-2-phenylpropyl)piperidine-1-carboxylate (1.59 g, 18%) and cis-methyl 4-(3-ethoxy-3-oxopropa... Product: ClCCCN1C2=CC=CC=C2SC=2C=CC(=CC12)C(F)(F)F (10-(3-chloropropyl)-2-(trifluoromethyl)-10H-phenothiazine). Reaction conditions: temperature 65 celsius. Solvent: [Cl-].[Na+].O (brine). As a reaction SMILES: [F:1][C:2]([F:18])([F:17])[C:3]1[CH:16]=[CH:15][C:14]2[S:13][C:12]3[C:7](=[CH:8][CH:9]=[CH:10][CH:11]=3)[NH:6][C:5]=2[CH:4]=1.CN(C=O)C.Br[CH2:25][CH2:26][CH2:27][Cl:28]>[Cl-].[Na+].O>[Cl:28][CH2:27][CH2:26][CH2:25][N:6]1[C:5]2[CH:4]=[C:3]([C:2]([F:1])([F:17])[F:18])[CH:16]=[CH:15][C:14]=2[S:13][C:12]2[C:7]1=[CH:8][CH:9]=[CH:10][CH:11]=2 |f:3.4.5|. Procedure details: A solution of 2-(trifluoromethyl)-10H-phenothiazine (2.04 g, 7.6 mmol) and DMF (16 mL) was mixed with CS2CO3 (7.5 g, 22.9 mmol) and 1-bromo-3-chloropropane (1.1 mL, 11.5 mmol) The reaction mixture was heated at 65° C. for 12 h. Once no starting material was observed by analytical LCMS, EtOAC (250 mL) and brine (250 mL) were added. The organic layer was separated, and the aqueous layer was washed with EtOAC (3×100 mL). The combined organic extracts were washed with brine (2×100 mL), dried over Mg... Starting materials: FC(C1=CC=2NC3=CC=CC=C3SC2C=C1)(F)F (2-(trifluoromethyl)-10H-phenothiazine), CN(C)C=O (DMF), CS2CO3, BrCCCCl (1-bromo-3-chloropropane). Starting materials: BrCCCCCCBr, O=C([O-])[O-], COC(=O)c1ccc(O)cc1, CCCCCC, CN(C)C=O, CCOC(C)=O, [K+], [K+]. The product is COC(=O)c1ccc(OCCCCCCBr)cc1. RXN SMILES: [Br:12][CH2:13][CH2:14][CH2:15][CH2:16][CH2:17][CH2:18][Br:19].[C:20](=[O:21])([O-:22])[O-:23].[CH3:1][O:2][C:3]([c:4]1[cH:5][cH:6][c:7]([OH:10])[cH:8][cH:9]1)=[O:11].[CH3:26][CH2:27][CH2:28][CH2:29][CH2:30][CH3:31].[CH3:32][N:33]([CH3:34])[CH:35]=[O:36].[CH3:37][CH2:38][O:39][C:40](=[O:41])[CH3:42].[K+:24].[K+:25]>>[CH3:1][O:2][C:3]([c:4]1[cH:5][cH:6][c:7]([O:10][CH2:18][CH2:17][CH2:16][CH2:15][CH2:14][CH2:13][Br:12])[cH:8][cH:9]1)=[O:11]. The reactants are CNS(=O)(=O)c1ccc2c(C(=O)O)c[nH]c(=O)c2c1, NCC(O)CN1CCC(Oc2ccc(Cl)c(Cl)c2)CC1, CN(C)C=O, O. The product is CNS(=O)(=O)c1ccc2c(C(=O)NCC(O)CN3CCC(Oc4ccc(Cl)c(Cl)c4)CC3)c[nH]c(=O)c2c1. RXN SMILES: [CH3:1][NH:2][S:3](=[O:4])(=[O:5])[c:6]1[cH:7][cH:8][c:9]2[c:10]([C:17](=[O:18])[OH:19])[cH:11][nH:12][c:13](=[O:16])[c:14]2[cH:15]1.[NH2:20][CH2:21][CH:22]([CH2:23][N:24]1[CH2:25][CH2:26][CH:27]([O:30][c:31]2[cH:32][c:33]([Cl:38])[c:34]([Cl:37])[cH:35][cH:36]2)[CH2:28][CH2:29]1)[OH:39].[O:41]=[CH:42][N:43]([CH3:44])[CH3:45].[OH2:40]>>[CH3:1][NH:2][S:3](=[O:4])(=[O:5])[c:6]1[cH:7][cH:8][c:9]2[c:10]([C:17](=[O:19])[NH:20][CH2:21][CH:22]([CH2:23][N:24]3[CH2:25][CH2:26][CH:27]([O:30][c:31]4[cH:32][c:33]([Cl:38])[c:34]([Cl:37])[cH:35][cH:36]4)[CH2:28][CH2:29]3)[OH:39])[cH:11][nH:12][c:13](=[O:16])[c:14]2[cH:15]1. Reaction SMILES: [C:21]([O:22][BH-:23]([O:24][C:25](=[O:26])[CH3:27])[O:28][C:29](=[O:30])[CH3:31])(=[O:32])[CH3:33].[CH3:15][CH2:16][C:17]([CH2:18][CH3:19])=[O:20].[CH3:42][CH2:43][O:44][C:45](=[O:46])[CH3:47].[NH2:1][c:2]1[c:3]([Br:14])[n:4][c:5]([CH3:13])[c:6]([C:7](=[O:8])[O:9][CH2:10][CH3:11])[cH:12]1.[Na+:34].[OH:35][C:36]([C:37]([F:38])([F:39])[F:40])=[O:41]>>[NH:1]([c:2]1[c:3]([Br:14])[n:4][c:5]([CH3:13])[c:6]([C:7](=[O:8])[O:9][CH2:10][CH3:11])[cH:12]1)[CH:17]([CH2:16][CH3:15])[CH2:18][CH3:19]. The reactants are CC(=O)O[BH-](OC(C)=O)OC(C)=O, CCC(=O)CC, CCOC(C)=O, CCOC(=O)c1cc(N)c(Br)nc1C, [Na+], O=C(O)C(F)(F)F. Yields the product CCOC(=O)c1cc(NC(CC)CC)c(Br)nc1C. Reactants: C1CCOC1, [Li+], [OH-], O, CCOC(=O)CCc1nc(-c2ccco2)c2sccc2n1. Product: O=C(O)CCc1nc(-c2ccco2)c2sccc2n1. As a reaction SMILES: [CH2:24]1[O:25][CH2:26][CH2:27][CH2:28]1.[Li+:22].[OH-:23].[OH2:29].[o:1]1[c:2](-[c:6]2[c:7]3[c:8]([n:9][c:10]([CH2:12][CH2:13][C:14](=[O:15])[O:16][CH2:17][CH3:18])[n:11]2)[cH:19][cH:20][s:21]3)[cH:3][cH:4][cH:5]1>>[o:1]1[c:2](-[c:6]2[c:7]3[c:8]([n:9][c:10]([CH2:12][CH2:13][C:14](=[O:15])[OH:16])[n:11]2)[cH:19][cH:20][s:21]3)[cH:3][cH:4][cH:5]1. Starting materials: ClC=1C=C2C(C(=C(OC2=CC1O)C)C1=CC=CC=C1)=O (6-Chloro-7-hydroxy-2-methyl-3-phenyl-chromen-4-one), O.NN (Hydrazine hydrate). Yields the product ClC1=C(C=C(C(=C1)C1=NNC(=C1C1=CC=CC=C1)C)O)O (4-Chloro-6-(5-methyl-4-phenyl-1H-pyrazol-3-yl)-benzene-1,3-diol). Yield: 51.4%. As a reaction SMILES: [Cl:1][C:2]1[CH:3]=[C:4]2[C:9](=[CH:10][C:11]=1[OH:12])[O:8][C:7]([CH3:13])=[C:6]([C:14]1[CH:19]=[CH:18][CH:17]=[CH:16][CH:15]=1)[C:5]2=O.O.[NH2:22][NH2:23]>>[Cl:1][C:2]1[CH:3]=[C:4]([C:5]2[C:6]([C:14]3[CH:19]=[CH:18][CH:17]=[CH:16][CH:15]=3)=[C:7]([CH3:13])[NH:23][N:22]=2)[C:9]([OH:8])=[CH:10][C:11]=1[OH:12] |f:1.2|. Procedure details: This compounds was synthesised in the same manner as described above. 6-Chloro-7-hydroxy-2-methyl-3-phenyl-chromen-4-one (0.5 g, 1.75 mmol), Hydrazine hydrate (5 ml). The quenched reaction was extracted into ethyl acetate, washed (water), dried (MgSO4), and the solvent removed under vacuum to give 4-Chloro-6-(5-methyl-4-phenyl-1H-pyrazol-3-yl)-benzene-1,3-diol as a white solid (0.27 g, 51.4%); Rf 0.55 ethyl acetate/hexane (80/20)].